This data is from the Open Reaction Database (ORD), a public repository of structured organic reaction records. The task is: describe an organic reaction: reactants, conditions, products, and yield Starting materials: CC(CC1CCN(C(=O)OC(C)(C)C)CC1)C(=O)OCc1ccccc1, Cl, C1COCCO1. The product is CC(CC1CCNCC1)C(=O)OCc1ccccc1. RXN SMILES: [CH2:1]([c:2]1[cH:3][cH:4][cH:5][cH:6][cH:7]1)[O:8][C:9]([CH:10]([CH2:11][CH:12]1[CH2:13][CH2:14][N:15]([C:18]([O:19][C:20]([CH3:21])([CH3:22])[CH3:23])=[O:24])[CH2:16][CH2:17]1)[CH3:25])=[O:26].[ClH:27].[O:28]1[CH2:29][CH2:30][O:31][CH2:32][CH2:33]1>>[CH2:1]([c:2]1[cH:3][cH:4][cH:5][cH:6][cH:7]1)[O:8][C:9]([CH:10]([CH2:11][CH:12]1[CH2:13][CH2:14][NH:15][CH2:16][CH2:17]1)[CH3:25])=[O:26]. The reactants are Cl.CC1=C(C=CC(=C1)C(=O)N1CC=2N(CC3=C1C=CC=C3)C(=CC2)C(=O)N2CCNCC2)C2=C(C=CC=C2)C(F)(F)F (10,11-dihydro-10-[[2-methyl-2′-trifluoromethyl-[1,1′-biphenyl]-4-yl]carbonyl]-3-(1-piperazinylcarbonyl)-5H-pyrrolo[2,1-c][1,4]benzodiazepine hydrochloride salt), C(C)(C)N(C(C)C)CC (N,N-diisopropylethyl amine), C1[C@@H](O1)CO ((S)-(−)-glycidol). The solvent is CO (methanol). Reaction conditions: temperature 60 celsius. Yields the product CC1=C(C=CC(=C1)C(=O)N1CC=2N(CC3=C1C=CC=C3)C(=CC2)C(=O)N2CCN(CC2)C[C@H](CO)O)C2=C(C=CC=C2)C(F)(F)F ((2R)-3-{4-[(10-{[2-Methyl-2′-trifluoromethyl-[1,1′-biphenyl]-4-yl]carbonyl}-10,11-dihydro-5H-pyrrolo[2,1-c][1,4]benzodiazepin-3-yl)carbonyl]piperazin-1-yl}propane-1,2-diol). Reaction SMILES: Cl.[CH3:2][C:3]1[CH:8]=[C:7]([C:9]([N:11]2[C:17]3[CH:18]=[CH:19][CH:20]=[CH:21][C:16]=3[CH2:15][N:14]3[C:22]([C:25]([N:27]4[CH2:32][CH2:31][NH:30][CH2:29][CH2:28]4)=[O:26])=[CH:23][CH:24]=[C:13]3[CH2:12]2)=[O:10])[CH:6]=[CH:5][C:4]=1[C:33]1[CH:38]=[CH:37][CH:36]=[CH:35][C:34]=1[C:39]([F:42])([F:41])[F:40].C(N(CC)C(C)C)(C)C.[CH2:52]1[O:54][C@H:53]1[CH2:55][OH:56]>CO>[CH3:2][C:3]1[CH:8]=[C:7]([C:9]([N:11]2[C:17]3[CH:18]=[CH:19][CH:20]=[CH:21][C:16]=3[CH2:15][N:14]3[C:22]([C:25]([N:27]4[CH2:28][CH2:29][N:30]([CH2:52][C@@H:53]([OH:54])[CH2:55][OH:56])[CH2:31][CH2:32]4)=[O:26])=[CH:23][CH:24]=[C:13]3[CH2:12]2)=[O:10])[CH:6]=[CH:5][C:4]=1[C:33]1[CH:38]=[CH:37][CH:36]=[CH:35][C:34]=1[C:39]([F:40])([F:42])[F:41] |f:0.1|. Reported procedure: To a solution of 10,11-dihydro-10-[[2-methyl-2′-trifluoromethyl-[1,1′-biphenyl]-4-yl]carbonyl]-3-(1-piperazinylcarbonyl)-5H-pyrrolo[2,1-c][1,4]benzodiazepine hydrochloride salt of Example 5, Step B (0.50 g, 0.84 mmol) and N,N-diisopropylethyl amine (0.16 mL, 0.92 mmol) in methanol (5 mL) was added (S)-(−)-glycidol (0.10 mL, 1.51 mmol). The reaction mixture was heated to 60° C. for 4 hours then cooled and concentrated in vacuo. The residue was partitioned between dichloromethane and water. The or... Reactants: CC(C)OC(=O)Oc1ccc(CC(NC(=O)OC(C)(C)C)C(=O)OC(C)COC(=O)c2ccccc2)cc1OC(=O)OC(C)C, Cl, C1COCCO1. The product is CC(C)OC(=O)Oc1ccc(CC(N)C(=O)OC(C)COC(=O)c2ccccc2)cc1OC(=O)OC(C)C, Cl. Reaction SMILES: [CH:1]([CH3:2])([CH3:3])[O:4][C:5](=[O:6])[O:7][c:8]1[cH:9][c:10]([CH2:21][CH:22]([C:23](=[O:24])[O:25][CH:26]([CH2:27][O:28][C:29](=[O:30])[c:31]2[cH:32][cH:33][cH:34][cH:35][cH:36]2)[CH3:37])[NH:38][C:39]([O:40][C:41]([CH3:42])([CH3:43])[CH3:44])=[O:45])[cH:11][cH:12][c:13]1[O:14][C:15](=[O:16])[O:17][CH:18]([CH3:19])[CH3:20].[ClH:46].[O:47]1[CH2:48][CH2:49][O:50][CH2:51][CH2:52]1>>[CH:1]([CH3:2])([CH3:3])[O:4][C:5](=[O:6])[O:7][c:8]1[cH:9][c:10]([CH2:21][CH:22]([C:23](=[O:24])[O:25][CH:26]([CH2:27][O:28][C:29](=[O:30])[c:31]2[cH:32][cH:33][cH:34][cH:35][cH:36]2)[CH3:37])[NH2:38])[cH:11][cH:12][c:13]1[O:14][C:15](=[O:16])[O:17][CH:18]([CH3:19])[CH3:20].[ClH:46]. The reactants are COC1=C(C=CC(=C1OC)OC)O (2,3,4-trimethoxyphenol), BrCCCCBr (1,4-dibromobutane). The product is BrCCCCOC1=C(C(=C(C=C1)OC)OC)OC (1-(4-Bromobutoxy)-2,3,4-trimethoxybenzene). Reaction SMILES: [CH3:1][O:2][C:3]1[C:8]([O:9][CH3:10])=[C:7]([O:11][CH3:12])[CH:6]=[CH:5][C:4]=1[OH:13].[Br:14][CH2:15][CH2:16][CH2:17][CH2:18]Br>>[Br:14][CH2:15][CH2:16][CH2:17][CH2:18][O:13][C:4]1[CH:5]=[CH:6][C:7]([O:11][CH3:12])=[C:8]([O:9][CH3:10])[C:3]=1[O:2][CH3:1]. Reported procedure: The procedure is as for Example 53, Step A, using as substrate 2,3,4-trimethoxyphenol and 1,4-dibromobutane. Reactants: C(C)(C)(C)OC(=O)NCCC1=C(C=C(C(=C1)OC)[N+](=O)[O-])OC (N-t-butoxycarbonyl-4-nitro-2,5-dimethoxyphenethylamine), [H][H] (hydrogen). Reagents/catalysts: [Pd] (palladium on carbon). Run in CO (methanol). The product is C(C)(C)(C)OC(=O)NCCC1=C(C=C(C(=C1)OC)N)OC (N-t-butoxycarbonyl-4-amino-2,5-dimethoxyphenethylamine). Isolated yield 90.7%. Reaction SMILES: [C:1]([O:5][C:6]([NH:8][CH2:9][CH2:10][C:11]1[CH:16]=[C:15]([O:17][CH3:18])[C:14]([N+:19]([O-])=O)=[CH:13][C:12]=1[O:22][CH3:23])=[O:7])([CH3:4])([CH3:3])[CH3:2].[H][H]>CO.[Pd]>[C:1]([O:5][C:6]([NH:8][CH2:9][CH2:10][C:11]1[CH:16]=[C:15]([O:17][CH3:18])[C:14]([NH2:19])=[CH:13][C:12]=1[O:22][CH3:23])=[O:7])([CH3:3])([CH3:4])[CH3:2]. Procedure: 27 g (83 mmol) N-t-butoxycarbonyl-4-nitro-2,5-dimethoxyphenethylamine J3 was dissolved in 300 ml methanol, and 1.5 g 10% palladium on carbon black was added. This suspension was hydrogenated at 2.2 atm. for 18 hours till no further hydrogen uptake was observed. The catalyst was filtered off and the solvent was evaporated to afford 22.3 g white powder (yield: 98%). 1H-NMR (CDCl3), δ (ppm): 1.40 (s, 9H), 1.55 (s, 2H), 2.65 (t, 2H), 3.25 (t, 2H), 3.70 (s, 3H), 3.80 (s, 31H), 6.30 (s, 1H), 6.58 (s, ...